Dataset: the Open Reaction Database (ORD), a public repository of structured organic reaction records. Task: describe an organic reaction: reactants, conditions, products, and yield The reactants are [N+](=O)(O)[O-] (nitric acid), C(O)([O-])=O.[Na+] (sodium hydrogen carbonate), ice water, FC=1C=C(C=CC1F)CC#N (3,4-difluorophenylacetonitrile). Run at time 15 hour. The product is [N+](=O)([O-])C1=C(C=C(C(=C1)F)F)CC#N (2(2'-nitro-4',5'-difluorophenyl)-acetonitrile). As a reaction SMILES: [N+:1]([O-:4])(O)=[O:2].[F:5][C:6]1[CH:7]=[C:8]([CH2:13][C:14]#[N:15])[CH:9]=[CH:10][C:11]=1[F:12].C(=O)([O-])O.[Na+]>>[N+:1]([C:9]1[CH:10]=[C:11]([F:12])[C:6]([F:5])=[CH:7][C:8]=1[CH2:13][C:14]#[N:15])([O-:4])=[O:2] |f:2.3|. Procedure details: Fuming nitric acid (25 ml) was stirred with cooling (ice/water bath) and 3,4-difluorophenylacetonitrile (5 g, 32.7 mmol) was added dropwise. The mixture was left to stir for 15 h and was then poured onto ice. The mixture was neutralised with sodium hydrogen carbonate and extracted with dichloromethane. The combined organic phases were dried (MgSO4), filtered and concentrated under reduced pressure to give 2(2'-nitro-4',5'-difluorophenyl)-acetonitrile as a yellow oil which was immediately in etha... Reactants: O=C([O-])[O-], [Cs+], [Cs+], CC1(C)OCC(COS(=O)(=O)C(F)(F)F)O1, O=[N+]([O-])c1cc(O)cc(C(F)(F)F)c1, CN(C)C=O. Yields the product CC1(C)OCC(COc2cc([N+](=O)[O-])cc(C(F)(F)F)c2)O1. Reaction SMILES: [C:15](=[O:16])([O-:17])[O-:18].[Cs+:19].[Cs+:20].[F:21][C:22]([F:23])([F:24])[S:25]([O:26][CH2:27][CH:28]1[O:29][C:30]([CH3:33])([CH3:34])[O:31][CH2:32]1)(=[O:35])=[O:36].[N+:1](=[O:2])([O-:3])[c:4]1[cH:5][c:6]([OH:14])[cH:7][c:8]([C:10]([F:11])([F:12])[F:13])[cH:9]1.[O:37]=[CH:38][N:39]([CH3:40])[CH3:41]>>[N+:1](=[O:2])([O-:3])[c:4]1[cH:5][c:6]([O:14][CH2:27][CH:28]2[O:29][C:30]([CH3:33])([CH3:34])[O:31][CH2:32]2)[cH:7][c:8]([C:10]([F:11])([F:12])[F:13])[cH:9]1. The reactants are CC(C)c1cc(F)ccc1C(=O)O, O=S(Cl)Cl. Yields the product CC(C)c1cc(F)ccc1C(=O)Cl. RXN SMILES: [CH:1]([CH3:2])([CH3:3])[c:4]1[c:5]([C:6](=[O:7])[OH:8])[cH:9][cH:10][c:11]([F:13])[cH:12]1.[S:14]([Cl:15])([Cl:16])=[O:17]>>[CH:1]([CH3:2])([CH3:3])[c:4]1[c:5]([C:6](=[O:7])[Cl:16])[cH:9][cH:10][c:11]([F:13])[cH:12]1. Starting materials: C1(CCCC1)CC(C(=O)NC=1SC(=CN1)SCC(=O)O)C1=CC=C(C=C1)S(=O)(=O)C ({2-[3-cyclopentyl-2-(4-methanesulfonyl-phenyl)propionylamino]-thiazol-5-ylsulfanyl}-acetic acid), ON1N=NC2=C(C1=O)C=CC=C2 (3-hydroxy-1,2,3-benzotriazin-4-(3H)-one), Cl.CN(CCCN=C=NCC)C (1-(3-dimethylaminopropyl)-3-ethylcarbodiimide hydrochloride), C(C)NCC (diethyl amine), CCN(C(C)C)C(C)C (DIPEA). Run in CN(C)C=O (DMF). Reaction conditions: time 20 hour. The product is C1(CCCC1)CC(C(=O)NC=1SC(=CN1)SCC(N(CC)CC)=O)C1=CC=C(C=C1)S(=O)(=O)C (3-cyclopentyl-N-(5-diethylcarbamoylmethylsulfanyl-thiazol-2-yl)-2-(4-methanesulfonyl-phenyl)propionamide). RXN SMILES: [CH:1]1([CH2:6][CH:7]([C:21]2[CH:26]=[CH:25][C:24]([S:27]([CH3:30])(=[O:29])=[O:28])=[CH:23][CH:22]=2)[C:8]([NH:10][C:11]2[S:12][C:13]([S:16][CH2:17][C:18](O)=[O:19])=[CH:14][N:15]=2)=[O:9])[CH2:5][CH2:4][CH2:3][CH2:2]1.ON1C(=O)C2C=CC=CC=2N=N1.Cl.CN(C)CCCN=C=NCC.[CH2:55]([NH:57][CH2:58][CH3:59])[CH3:56].CCN(C(C)C)C(C)C>CN(C=O)C>[CH:1]1([CH2:6][CH:7]([C:21]2[CH:26]=[CH:25][C:24]([S:27]([CH3:30])(=[O:29])=[O:28])=[CH:23][CH:22]=2)[C:8]([NH:10][C:11]2[S:12][C:13]([S:16][CH2:17][C:18](=[O:19])[N:57]([CH2:58][CH3:59])[CH2:55][CH3:56])=[CH:14][N:15]=2)=[O:9])[CH2:5][CH2:4][CH2:3][CH2:2]1 |f:2.3|. Procedure: To a solution of {2-[3-cyclopentyl-2-(4-methanesulfonyl-phenyl)propionylamino]-thiazol-5-ylsulfanyl}-acetic acid (33 mg, 70.4 mmol) in DMF (0.5 mL) was added 3-hydroxy-1,2,3-benzotriazin-4-(3H)-one (12 mg, 73.5 mmol) and 1-(3-dimethylaminopropyl)-3-ethylcarbodiimide hydrochloride (14 mg, 73 mmol). The reaction mixture was stirred at room temperature for 2 hours after which diethyl amine (10 μL, 96.3 mmol) and DIPEA (12 μL, 70.3 mmol) were added. Stirring was continued for 20 hours. The reaction ...